Dataset: the Open Reaction Database (ORD), a public repository of structured organic reaction records. Task: describe an organic reaction: reactants, conditions, products, and yield Reactants: ClCCCOC1=CC=C(C=C1)SC (1-chloro-3-[4-(methylthio)phenoxy]propane), C(CCCCCCC)N (n-octylamine), [I-].[K+] (potassium iodide). Run in C(C)O (ethanol). Yields the product CSC1=CC=C(OCCCNCCCCCCCC)C=C1 (N-[3-[4-(methylthio)phenoxy]propyl]octylamine). Yield: 22.0%. RXN SMILES: Cl[CH2:2][CH2:3][CH2:4][O:5][C:6]1[CH:11]=[CH:10][C:9]([S:12][CH3:13])=[CH:8][CH:7]=1.[CH2:14]([NH2:22])[CH2:15][CH2:16][CH2:17][CH2:18][CH2:19][CH2:20][CH3:21].[I-].[K+]>C(O)C>[CH3:13][S:12][C:9]1[CH:10]=[CH:11][C:6]([O:5][CH2:4][CH2:3][CH2:2][NH:22][CH2:14][CH2:15][CH2:16][CH2:17][CH2:18][CH2:19][CH2:20][CH3:21])=[CH:7][CH:8]=1 |f:2.3|. Reported procedure: A solution of 1-chloro-3-[4-(methylthio)phenoxy]propane (5.0 g., 0.023 mole) in 30 ml. of ethanol is treated with n-octylamine (2.84 g., 0.022 mole) and 30 mg. of potassium iodide. After refluxing for a period of 18 hrs., the reaction mixture is concentrated to dryness under reduced pressure, treated with 3N potassium hydroxide solution and ether, and the layers separated. The ether layer is washed with water, concentrated under reduced pressure, and heated on a steam bath at 0.1 mm Hg pressure ... RXN SMILES: [Br:1][C:2]1[CH:7]=[CH:6][C:5]([C:8](=O)[CH2:9][CH2:10][CH2:11][NH:12]C(=O)OC(C)(C)C)=[CH:4][CH:3]=1.[OH-].[Na+]>C(O)(C(F)(F)F)=O>[Br:1][C:2]1[CH:7]=[CH:6][C:5]([C:8]2[CH2:9][CH2:10][CH2:11][N:12]=2)=[CH:4][CH:3]=1 |f:1.2|. Isolated yield 80.3%. The product is BrC1=CC=C(C=C1)C=1CCCN1 (5-(4-Bromophenyl)-3,4-dihydro-2H-pyrrole). The reactants are BrC1=CC=C(C=C1)C(CCCNC(OC(C)(C)C)=O)=O (tert-Butyl 4-(4-bromophenyl)-4-oxobutylcarbamate), [OH-].[Na+] (NaOH). The solvent is C(=O)(C(F)(F)F)O (TFA). Procedure: tert-Butyl 4-(4-bromophenyl)-4-oxobutylcarbamate (3.42 g, 10 mmol) was stirred in TFA (10 mL) for 6 hrs. Then 50% NaOH solution was added to the mixture to make pH=13-14, the white precipitate was filtrated, washed with water and dried to give the title compound as a white solid (1.8 g, yield 80%). LC-MS (ESI) m/z: 224 (M+1)+. The reactants are CC1(C)CC(C(=O)O)C1, O=C(Cl)C(=O)Cl, ClCCl. Yields the product CC1(C)CC(C(=O)Cl)C1. As a reaction SMILES: [CH3:1][C:2]1([CH3:9])[CH2:3][CH:4]([C:6](=[O:7])[OH:8])[CH2:5]1.[Cl:10][C:11]([C:12]([Cl:13])=[O:14])=[O:15].[Cl:16][CH2:17][Cl:18]>>[CH3:1][C:2]1([CH3:9])[CH2:3][CH:4]([C:6](=[O:7])[Cl:10])[CH2:5]1. Reactants: C(C)OC(C(C(C)=O)=NO)=O (Ethyl2-hydroxyimino-3-oxobutyrate), FC1=CC=C(CCl)C=C1 (4-fluorobenzyl chloride), CN(C=O)C (N,N-dimethylformamide), C([O-])([O-])=O.[K+].[K+] (potassium carbonate). The solvent is C(C)(=O)OCC (ethyl acetate). Product: FC1=CC=C(CON=C(C(=O)OCC)C(C)=O)C=C1 (ethyl 2-(4-fluorobenzyloxyimino)-3-oxobutyrate). Isolated yield 95.9%. As a reaction SMILES: [CH2:1]([O:3][C:4](=[O:11])[C:5](=[N:9][OH:10])[C:6](=[O:8])[CH3:7])[CH3:2].[F:12][C:13]1[CH:20]=[CH:19][C:16]([CH2:17]Cl)=[CH:15][CH:14]=1.CN(C)C=O.C(=O)([O-])[O-].[K+].[K+]>C(OCC)(=O)C>[F:12][C:13]1[CH:20]=[CH:19][C:16]([CH2:17][O:10][N:9]=[C:5]([C:6](=[O:8])[CH3:7])[C:4]([O:3][CH2:1][CH3:2])=[O:11])=[CH:15][CH:14]=1 |f:3.4.5|. Procedure details: Ethyl2-hydroxyimino-3-oxobutyrate (syn isomer, 40.0 g.), 4-fluorobenzyl chloride (43.6 g.), N,N-dimethylformamide (60.0 ml), potassium carbonate (52.0 g.) and ethyl acetate (60.0 ml.) were treated in a conventional manner to give ethyl 2-(4-fluorobenzyloxyimino)-3-oxobutyrate (syn isomer, 64.4 g.).